describe an organic reaction: reactants, conditions, products, and yield From a dataset of the Open Reaction Database (ORD), a public repository of structured organic reaction records. The reactants are BrB(Br)Br, FC(F)(F)Cc1ccc(OCc2ccccc2)c(Cl)c1, ClCCl. The product is Oc1ccc(CC(F)(F)F)cc1Cl. RXN SMILES: [B:21]([Br:22])([Br:23])[Br:24].[CH2:1]([c:2]1[cH:3][cH:4][cH:5][cH:6][cH:7]1)[O:8][c:9]1[c:10]([Cl:20])[cH:11][c:12]([CH2:15][C:16]([F:17])([F:18])[F:19])[cH:13][cH:14]1.[Cl:25][CH2:26][Cl:27]>>[OH:8][c:9]1[c:10]([Cl:20])[cH:11][c:12]([CH2:15][C:16]([F:17])([F:18])[F:19])[cH:13][cH:14]1.